This data is from the Open Reaction Database (ORD), a public repository of structured organic reaction records. The task is: describe an organic reaction: reactants, conditions, products, and yield The reactants are COC=1C=C(C=CC1)C1=C(C2=C(S1)C=CC=C2)OC2=CC=C(C=C2)OCC2=CC=CC=C2 (2-(3-methoxyphenyl)-3-(4-benzyloxyphenoxy)benzo[b]thiophene), Cl (HCl). The reagents and catalysts are [Pd] (Pd/C). Run in CCO.CCOC(=O)C (EtOH EtOAc). Run at time 20 minute. Product: COC=1C=C(C=CC1)C1=C(C2=C(S1)C=CC=C2)OC2=CC=C(C=C2)O (2-(3-methoxyphenyl)-3-(4-hydroxyphenoxy)benzo[b]thiophene). The yield is 37.6%. Reaction SMILES: [CH3:1][O:2][C:3]1[CH:4]=[C:5]([C:9]2[S:13][C:12]3[CH:14]=[CH:15][CH:16]=[CH:17][C:11]=3[C:10]=2[O:18][C:19]2[CH:24]=[CH:23][C:22]([O:25]CC3C=CC=CC=3)=[CH:21][CH:20]=2)[CH:6]=[CH:7][CH:8]=1.Cl>CCO.CCOC(C)=O.[Pd]>[CH3:1][O:2][C:3]1[CH:4]=[C:5]([C:9]2[S:13][C:12]3[CH:14]=[CH:15][CH:16]=[CH:17][C:11]=3[C:10]=2[O:18][C:19]2[CH:20]=[CH:21][C:22]([OH:25])=[CH:23][CH:24]=2)[CH:6]=[CH:7][CH:8]=1 |f:2.3|. Reported procedure: To a solution of 2-(3-methoxyphenyl)-3-(4-benzyloxyphenoxy)benzo[b]thiophene (8.30 g, 29.0 mmol) in 1:1 (100 mL) EtOH/EtOAc in a Paar bottle was added 10% Pd/C (4.0 g). To this suspension was added 2.0 mL of con. HCl. The resulting mixture was hydrogenated at 40 psi for 20 min. The reaction was filtered through Celite®, and the filtrate was concentrated in vacuo to an oil. The crude product was partitioned between CHCl3 and sat. NaHCO3 solution. The layers were separated, and the organic was dri... Reactants: C(=O)(O)[O-].[Na+] (NaHCO3), COC(=O)C=1C(=NC(=C(C(=O)O)C1)C)C (5-(methoxycarbonyl)-2,6-dimethylnicotinic acid), B.C1CCOC1 (BH3.THF), CC(=O)O.O (AcOH H2O). Run in O (H2O), CCOC(=O)C (EtOAc), C1CCOC1 (THF). Yields the product OCC=1C(=NC(=C(C(=O)OC)C1)C)C (methyl 5-(hydroxymethyl)-2,6-dimethylnicotinate). Isolated yield 70.6%. As a reaction SMILES: [CH3:1][O:2][C:3]([C:5]1[C:6]([CH3:15])=[N:7][C:8]([CH3:14])=[C:9]([CH:13]=1)[C:10](O)=[O:11])=[O:4].B.C1COCC1.CC(O)=O.O.C([O-])(O)=O.[Na+]>C1COCC1.O.CCOC(C)=O>[OH:11][CH2:10][C:9]1[C:8]([CH3:14])=[N:7][C:6]([CH3:15])=[C:5]([CH:13]=1)[C:3]([O:2][CH3:1])=[O:4] |f:1.2,3.4,5.6|. Reported procedure: A solution of 686 mg of 5-(methoxycarbonyl)-2,6-dimethylnicotinic acid and 8.0 mL of BH3.THF (1.0 M in THF) in 10 mL of THF was heated to 75° C. for 2.5 h. An aqueous solution of 3 mL of AcOH:H2O (1:1) was added, and the solution was stirred until the bubbling ceased. Saturated NaHCO3 was added to a pH=7, and the solution was stirred overnight. EtOAc and H2O were added, and the layers were separated. The aqueous layer was extracted with 30 mL of EtOAc, and the combined extracts were washed with ...